From a dataset of the Open Reaction Database (ORD), a public repository of structured organic reaction records. describe an organic reaction: reactants, conditions, products, and yield Starting materials: N1(CCCCC1)N (piperidine-1-amine), C(C)(=O)C=1N=C(SC1)C1CCN(CC1)C(CN1N=C(C=C1C)C(F)(F)F)=O (1-[4-(4-acetyl-1,3-thiazol-2-yl)piperidin-1-yl]-2-[5-methyl-3-(trifluoromethyl)-1H-pyrazol-1-yl]ethanone). Run in [Cl-].[NH4+] (ammonium chloride). Run at time 2 hour. Yields the product CC1=CC(=NN1CC(=O)N1CCC(CC1)C=1SC=C(N1)C(C)=NN1CCCCC1)C(F)(F)F (2-[5-Methyl-3-(trifluoromethyl)-1H-pyrazol-1-yl]-1-(4-{4-[N-(piperidin-1-yl)ethanimidoyl]-1,3-thiazol-2-yl}piperidin-1-yl)ethanone). As a reaction SMILES: [N:1]1([NH2:7])[CH2:6][CH2:5][CH2:4][CH2:3][CH2:2]1.[C:8]([C:11]1[N:12]=[C:13]([CH:16]2[CH2:21][CH2:20][N:19]([C:22](=[O:34])[CH2:23][N:24]3[C:28]([CH3:29])=[CH:27][C:26]([C:30]([F:33])([F:32])[F:31])=[N:25]3)[CH2:18][CH2:17]2)[S:14][CH:15]=1)(=O)[CH3:9]>[Cl-].[NH4+]>[CH3:29][C:28]1[N:24]([CH2:23][C:22]([N:19]2[CH2:20][CH2:21][CH:16]([C:13]3[S:14][CH:15]=[C:11]([C:8](=[N:7][N:1]4[CH2:6][CH2:5][CH2:4][CH2:3][CH2:2]4)[CH3:9])[N:12]=3)[CH2:17][CH2:18]2)=[O:34])[N:25]=[C:26]([C:30]([F:33])([F:32])[F:31])[CH:27]=1 |f:2.3|. Procedure details: At 80° C., piperidine-1-amine (104 mg) is added to a solution of 1-[4-(4-acetyl-1,3-thiazol-2-yl)piperidin-1-yl]-2-[5-methyl-3-(trifluoromethyl)-1H-pyrazol-1-yl]ethanone (46 mg). The reaction mixture is stirred at this temperature for a further 2 hours. Aqueous ammonium chloride solution (10 ml) is then added to the reaction mixture. After phase separation, the aqueous phase is extracted three times with methyl tert-butyl ether (20 ml). All the organic phases are dried over Na2SO4. The mixture i... Starting materials: C(C1=CC=CC=C1)(=O)OC1=CC(=CC=C1)[N+](=O)[O-] (3-Nitrophenyl benzoate), O.O.[Sn](Cl)Cl (tin (II) chloride dihydrate), C([O-])([O-])=O.[Na+].[Na+] (sodium carbonate). Run in C(C)O (ethanol). Reaction conditions: temperature 100 celsius. Product: C(C1=CC=CC=C1)(=O)OC1=CC(=CC=C1)N (3-aminophenyl benzoate). Isolated yield 100.0%. As a reaction SMILES: [C:1]([O:9][C:10]1[CH:15]=[CH:14][CH:13]=[C:12]([N+:16]([O-])=O)[CH:11]=1)(=[O:8])[C:2]1[CH:7]=[CH:6][CH:5]=[CH:4][CH:3]=1.O.O.[Sn](Cl)Cl.C(=O)([O-])[O-].[Na+].[Na+]>C(O)C>[C:1]([O:9][C:10]1[CH:15]=[CH:14][CH:13]=[C:12]([NH2:16])[CH:11]=1)(=[O:8])[C:2]1[CH:3]=[CH:4][CH:5]=[CH:6][CH:7]=1 |f:1.2.3,4.5.6|. Procedure: 3-Nitrophenyl benzoate (2.7080 g, 11.144 mmol) and tin (II) chloride dihydrate (12.564 g, 55.720 mmol) were dissolved in 60 mL of ethanol and heated at 100° C. for 1 hour. The reaction crude was allowed to cool to room temperature, and an aqueous solution of sodium carbonate was added until pH 8. The crude material was extracted with dichloromethane (3×50 mL), magnesium sulfate was added to the organic phase, filtered and the solvent was removed under reduced pressure, thus affording 2.374 g (11... Starting materials: OC1=CC=C(C=C1)C1C2=CC(=CC=C2C2=CC=C3C(=C12)C=CC=C3)OC (11-(4-hydroxyphenyl)-9-methoxy-11H-benzo[a]fluorene), Cl.ClCCN1CCCCC1 (1-(2-chloroethyl)piperdine hydrochloride), C([O-])([O-])=O.[K+].[K+] (potassium carbonate), CN(C=O)C (dimethylformamide). Solvent: [Cl-].[Na+].O (brine). The product is COC1=CC=C2C3=CC=C4C(=C3C(C2=C1)C1=CC=C(C=C1)OCCN1CCCCC1)C=CC=C4 (9-methoxy-11-[4-(2-piperidin-1-ylethoxy)phenyl]-11H-benzo[a]fluorene). As a reaction SMILES: [OH:1][C:2]1[CH:7]=[CH:6][C:5]([CH:8]2[C:20]3[C:15](=[CH:16][CH:17]=[C:18]4[CH:24]=[CH:23][CH:22]=[CH:21][C:19]4=3)[C:14]3[C:9]2=[CH:10][C:11]([O:25][CH3:26])=[CH:12][CH:13]=3)=[CH:4][CH:3]=1.C(=O)([O-])[O-].[K+].[K+].CN(C)C=O.Cl.Cl[CH2:40][CH2:41][N:42]1[CH2:47][CH2:46][CH2:45][CH2:44][CH2:43]1>[Cl-].[Na+].O>[CH3:26][O:25][C:11]1[CH:10]=[C:9]2[C:14]([C:15]3[C:20]([CH:8]2[C:5]2[CH:4]=[CH:3][C:2]([O:1][CH2:40][CH2:41][N:42]4[CH2:47][CH2:46][CH2:45][CH2:44][CH2:43]4)=[CH:7][CH:6]=2)=[C:19]2[CH:21]=[CH:22][CH:23]=[CH:24][C:18]2=[CH:17][CH:16]=3)=[CH:13][CH:12]=1 |f:1.2.3,5.6,7.8.9|. Procedure details: Five g of the compound of Example 1 was combined with 10.9 g of potassium carbonate, 50 ml of dimethylformamide, and 2.9 g of 1-(2-chloroethyl)piperdine hydrochloride. The mixture was stirred under reflux for 1 hour under nitrogen, and it was then cooled and poured into 1500 ml of iced brine. The aqueous mixture was extracted 3 times with 200 ml portions of ethyl acetate, and the organic extract was washed 3 times with 25 ml portions of brine, dried and evaporated under vacuum to obtain 6.6 g of... The reactants are SC1=CC=C(C=C1)O (p-mercaptophenol), ClCCCCC(=O)N1CCOCC1 (4-(5-chlorovaleryl)morpholine), [OH-].[Na+] (sodium hydroxide). The solvent is O (water). Run at temperature 50 celsius, time 1 hour. Product: OC1=CC=C(C=C1)SCCCCC(=O)N1CCOCC1 (4-[5-(4-hydroxyphenylthio)valeryl]morpholine). RXN SMILES: [SH:1][C:2]1[CH:7]=[CH:6][C:5]([OH:8])=[CH:4][CH:3]=1.Cl[CH2:10][CH2:11][CH2:12][CH2:13][C:14]([N:16]1[CH2:21][CH2:20][O:19][CH2:18][CH2:17]1)=[O:15].[OH-].[Na+]>O>[OH:8][C:5]1[CH:6]=[CH:7][C:2]([S:1][CH2:10][CH2:11][CH2:12][CH2:13][C:14]([N:16]2[CH2:21][CH2:20][O:19][CH2:18][CH2:17]2)=[O:15])=[CH:3][CH:4]=1 |f:2.3|. Reported procedure: A mixture of 47.9 g (0.250 mole) of p-mercaptophenol, 51.4 g (0.250 mole) of 4-(5-chlorovaleryl)morpholine, 52 ml of 5 N sodium hydroxide and 600 ml of water was heated to boiling and then stirred at 50° C. for one hour; and, thereafter, stirred at room temperature for 15 hours. The white, crystalline intermediate precipitated during this period. The dried, crude intermediate was recrystallized from benzene to give the intermediate, 4-[5-(4-hydroxyphenylthio)valeryl]morpholine, as white crystals... The reactants are NC1=NC=CC=C1O (2-amino-3-hydroxypyridine), ClCC(C)=O (chloroacetone). Run in C(C)O (ethanol). Run at time 8 hour. Product: OC=1C=2N(C=CC1)C=C(N2)C (8-hydroxy-2-methyl-imidazo-[1,2-a]pyridine). RXN SMILES: [NH2:1][C:2]1[C:7]([OH:8])=[CH:6][CH:5]=[CH:4][N:3]=1.Cl[CH2:10][C:11](=O)[CH3:12]>C(O)C>[OH:8][C:7]1[C:2]2[N:3]([CH:10]=[C:11]([CH3:12])[N:1]=2)[CH:4]=[CH:5][CH:6]=1. Reported procedure: A mixture of 2-amino-3-hydroxypyridine (1,000 g) and chloroacetone (845 g) in 7.57 liters of ethanol was heated under reflux for 20 hrs. Most of the ethanol was removed by distillation and the residual material was dissolved in 7.57 liters of water. This solution was extracted four times with 1.2 liter portions of dichloromethane. The combined extracts were washed with 1 liter of water and this was combined with the aqueous solution. This solution was then adjusted to pH 11.5-12 with 850 ml of 5...